The task is: describe an organic reaction: reactants, conditions, products, and yield. This data is from the Open Reaction Database (ORD), a public repository of structured organic reaction records. The reactants are CN(C)C=O, COCC1CCC(C(=O)O)O1, O=C(Cl)C(=O)Cl, ClCCl. The product is COCC1CCC(C(=O)CCl)O1. As a reaction SMILES: [CH3:18][N:19]([CH3:20])[CH:21]=[O:22].[CH3:1][O:2][CH2:3][CH:4]1[CH2:5][CH2:6][CH:7]([C:9](=[O:10])[OH:11])[O:8]1.[Cl:12][C:13]([C:14]([Cl:15])=[O:16])=[O:17].[Cl:23][CH2:24][Cl:25]>>[CH3:1][O:2][CH2:3][CH:4]1[CH2:5][CH2:6][CH:7]([C:9](=[O:11])[CH2:13][Cl:12])[O:8]1. Isolated yield 28.4%. Product: C(C)(=O)C=1C=C(C2=C(NC(CO2)=O)C1)C(C)(C)C (6-Acetyl-8-(tert-butyl)-3,4-dihydro-2H-1,4-benzoxazin-3-one). Starting materials: resultant mixture, C([O-])([O-])=O.[K+].[K+] (potassium carbonate), ClCC(=O)Cl (Chloroacetyl chloride), NC=1C=C(C=C(C1O)C(C)(C)C)C(C)=O (1-[3-amino-5-(tert-butyl)-4-hydroxyphenyl]-1-ethanone), C(O)([O-])=O.[Na+] (sodium hydrogencarbonate). Procedure: Chloroacetyl chloride (0.14 ml, 1.76 mmol) was added at room temperature to a solution of the 1-[3-amino-5-(tert-butyl)-4-hydroxyphenyl]-1-ethanone (300 mg, 1.45 mmol) in a methylene chloride (3 ml)-saturated aqueous sodium hydrogencarbonate (3 ml) mixed solvent, and the resultant mixture was stirred for 30 minutes. After adding ethyl acetate to the reaction mixture for separation, the organic layer was washed with brine. After drying over anhydrous magnesium sulfate, the solvent was distilled o... Reaction conditions: temperature 70 celsius, time 7 hour. RXN SMILES: Cl[CH2:2][C:3](Cl)=[O:4].[NH2:6][C:7]1[CH:8]=[C:9]([C:18](=[O:20])[CH3:19])[CH:10]=[C:11]([C:14]([CH3:17])([CH3:16])[CH3:15])[C:12]=1[OH:13].C(=O)([O-])O.[Na+].C(=O)([O-])[O-].[K+].[K+]>C(OCC)(=O)C.C(Cl)Cl>[C:18]([C:9]1[CH:10]=[C:11]([C:14]([CH3:16])([CH3:15])[CH3:17])[C:12]2[O:13][CH2:2][C:3](=[O:4])[NH:6][C:7]=2[CH:8]=1)(=[O:20])[CH3:19] |f:2.3,4.5.6|. The solvent is C(Cl)Cl (methylene chloride), C(C)(=O)OCC (ethyl acetate). Reactants: C(C1=CC=CC=C1)N1CCC(CC1)(O)CC1=CC=C(C=C1)F (1-benzyl-4-(4-fluorobenzyl)-4-hydroxypiperidine). The reagents and catalysts are [Pd] (Pd/C). The solvent is CCO (EtOH). Run at time 14 hour. The product is FC1=CC=C(CC2(CCNCC2)O)C=C1 (4-(4-Fluorobenzyl)-4-hydroxypiperidine). The yield is 98.4%. As a reaction SMILES: C([N:8]1[CH2:13][CH2:12][C:11]([CH2:15][C:16]2[CH:21]=[CH:20][C:19]([F:22])=[CH:18][CH:17]=2)([OH:14])[CH2:10][CH2:9]1)C1C=CC=CC=1>[Pd].CCO>[F:22][C:19]1[CH:18]=[CH:17][C:16]([CH2:15][C:11]2([OH:14])[CH2:10][CH2:9][NH:8][CH2:13][CH2:12]2)=[CH:21][CH:20]=1. Procedure details: A mixture of 1-benzyl-4-(4-fluorobenzyl)-4-hydroxypiperidine (520 mg, 1.7 mmol), 5% Pd/C (150 mg) and EtOH (15 mL) was shaken under H2 (30 psi) for 14 h and filtered. The filtrate was evaporated to give 350 mg (98%) of the title compound as a yellowish oil. 1H NMR (CDCl3), 1.45-1.64 (m, 6H), 2.792 (s, 2H), 2.63-2.96 (m, 4H), 6.97-7.02 (m, 2H), 7.14-7.19 (m, 2H). The reactants are CC(=O)O, CC(=O)C=O, [Na+], O=C([O-])O, O, NNc1ccccn1. The product is CC(=O)C=NNc1ccccn1. As a reaction SMILES: [CH3:9][C:10](=[O:11])[OH:12].[CH:13]([C:14](=[O:15])[CH3:16])=[O:17].[Na+:22].[O-:18][C:19]([OH:20])=[O:21].[OH2:23].[n:1]1[c:2]([NH:7][NH2:8])[cH:3][cH:4][cH:5][cH:6]1>>[n:1]1[c:2]([NH:7][N:8]=[CH:13][C:14](=[O:15])[CH3:16])[cH:3][cH:4][cH:5][cH:6]1. Procedure details: Trifluoromethanesulfonic anhydride was dropwise added, under ice-cooling, to a mixture of 4-hydroxy-3,5-dimethylbenzonitrile, pyridine and dichloromethane, followed by stirring at room temperature for 2 hours to obtain 4-cyano-2,6-dimethylphenyl trifluoromethanesulfonate. In an atmosphere of nitrogen, a mixture of 4-cyano-2,6-dimethylphenyl trifluoromethanesulfonate, (3-formylphenyl)boronic acid, palladium acetate, dicyclohexyl(2′,6′-dimethoxybiphenyl-2-yl)phosphine, tripotassium phosphate, tolu... Starting materials: OC1=C(C=C(C#N)C=C1C)C (4-hydroxy-3,5-dimethylbenzonitrile), N1=CC=CC=C1 (pyridine), FC(S(=O)(=O)OS(=O)(=O)C(F)(F)F)(F)F (Trifluoromethanesulfonic anhydride). The solvent is ClCCl (dichloromethane). The product is FC(S(=O)(=O)OC1=C(C=C(C=C1C)C#N)C)(F)F (4-cyano-2,6-dimethylphenyl trifluoromethanesulfonate). Reaction SMILES: [F:1][C:2]([F:15])([F:14])[S:3]([O:6]S(C(F)(F)F)(=O)=O)(=[O:5])=[O:4].O[C:17]1[C:24]([CH3:25])=[CH:23][C:20]([C:21]#[N:22])=[CH:19][C:18]=1[CH3:26].N1C=CC=CC=1>ClCCl>[F:1][C:2]([F:15])([F:14])[S:3]([O:6][C:17]1[C:24]([CH3:25])=[CH:23][C:20]([C:21]#[N:22])=[CH:19][C:18]=1[CH3:26])(=[O:5])=[O:4]. Run at time 2 hour. Reactants: O (Water), S(=O)([O-])[O-].[Na+].[Na+] (sodium sulfite), C(CCCCCCCCC=C)N1C(C=2C(C1=O)=CC=CC2)=O (N-(10-Undecenyl)phthalimide), C[N+]1(CCOCC1)[O-] (4-methylmorpholine-N-oxide), potassium osmate dihydrate. Run in CC(=O)C.O (acetone water). Conditions: time 16 hour. Product: OC(CCCCCCCCCN1C(C=2C(C1=O)=CC=CC2)=O)CO (N-(10,11-Dihydroxyundecyl)phthalimide). Yield: 71.0%. As a reaction SMILES: [CH2:1]([N:12]1[C:16](=[O:17])[C:15]2=[CH:18][CH:19]=[CH:20][CH:21]=[C:14]2[C:13]1=[O:22])[CH2:2][CH2:3][CH2:4][CH2:5][CH2:6][CH2:7][CH2:8][CH2:9][CH:10]=[CH2:11].C[N+]1([O-])CC[O:27]CC1.[OH2:31].S([O-])([O-])=O.[Na+].[Na+]>CC(C)=O.O>[OH:31][CH:10]([CH2:11][OH:27])[CH2:9][CH2:8][CH2:7][CH2:6][CH2:5][CH2:4][CH2:3][CH2:2][CH2:1][N:12]1[C:16](=[O:17])[C:15]2=[CH:18][CH:19]=[CH:20][CH:21]=[C:14]2[C:13]1=[O:22] |f:3.4.5,6.7|. Procedure: A solution of N-(10-Undecenyl)phthalimide (4.97 g, 16.6 mmol), prepared as discribed above, 4-methylmorpholine-N-oxide (8.62 mL, 60% by wt in water, 50.0 mmol) and potassium osmate dihydrate (58 mg, 0.16 mmol) in 100 mL acetone/water (1:1 by wt) was stirred for 16 hours. Water (100 mL) and sodium sulfite (10 g) were added and the resulting solution stirred for an additional hour. The resulting reaction mixture was extracted with dichloromethane (3×80 mL) and the organic phase dried using magnesi... Starting materials: compound, OCC1NCCCC1 (2-hydroxymethylpiperidine), ClC=1C=C(C=CC1C)B(O)C(C1=CC=CC=C1)OC(C1=CC=CC=C1)B(O)C1=CC(=C(C=C1)C)Cl (bis(4,4′-(3-chloro-4-methylphenyl-hydroxyboryl)benzyl) ether). The solvent is C(C)O (ethanol). Product: ClC=1C=C(C=CC1C)B(OCC1NCCCC1)C(C1=CC=CC=C1)OC(C1=CC=CC=C1)B(OCC1NCCCC1)C1=CC(=C(C=C1)C)Cl (Bis(4,4′-(3-chloro-4-methylphenyl-2-piperidylmethyloxyboryl)benzyl) ether). Reaction SMILES: [OH:1][CH2:2][CH:3]1[CH2:8][CH2:7][CH2:6][CH2:5][NH:4]1.[Cl:9][C:10]1[CH:11]=[C:12]([B:17]([CH:19]([O:26][CH:27]([B:34]([C:36]2[CH:41]=[CH:40][C:39]([CH3:42])=[C:38]([Cl:43])[CH:37]=2)[OH:35])[C:28]2[CH:33]=[CH:32][CH:31]=[CH:30][CH:29]=2)[C:20]2[CH:25]=[CH:24][CH:23]=[CH:22][CH:21]=2)O)[CH:13]=[CH:14][C:15]=1[CH3:16]>C(O)C>[Cl:9][C:10]1[CH:11]=[C:12]([B:17]([CH:19]([O:26][CH:27]([B:34]([C:36]2[CH:41]=[CH:40][C:39]([CH3:42])=[C:38]([Cl:43])[CH:37]=2)[O:35][CH2:2][CH:3]2[CH2:8][CH2:7][CH2:6][CH2:5][NH:4]2)[C:28]2[CH:33]=[CH:32][CH:31]=[CH:30][CH:29]=2)[C:20]2[CH:21]=[CH:22][CH:23]=[CH:24][CH:25]=2)[O:1][CH2:2][CH:3]2[CH2:8][CH2:7][CH2:6][CH2:5][NH:4]2)[CH:13]=[CH:14][C:15]=1[CH3:16]. Procedure: The entitled compound (88 mg) was obtained by allowing 52 mg of 2-hydroxymethylpiperidine to act on 99 mg of bis(4,4′-(3-chloro-4-methylphenyl-hydroxyboryl)benzyl) ether in 1 mL of ethanol. Reactants: C(C)OC(C=CC1(OC2=C(C1)C(=C(C(=C2C)C)NC(C)=O)C)C)=O (3-[5-Acetylamino-2,4,6,7-tetramethyl-2,3-dihydrobenzofuran-2-yl]acrylic acid ethyl ester), Cl (hydrochloric acid). The solvent is CO (methanol). Yields the product Cl.NC=1C(=C(C2=C(CC(O2)(C)C=CC(=O)OC)C1C)C)C (Methyl 3-[5-amino-2,4,6,7-tetramethyl-2,3-dihydrobenzofuran-2-yl]acrylate hydrochloride). Isolated yield 74.7%. Reaction SMILES: [CH2:1]([O:3][C:4](=[O:24])[CH:5]=[CH:6][C:7]1([CH3:23])[CH2:11][C:10]2[C:12]([CH3:22])=[C:13]([NH:18]C(=O)C)[C:14]([CH3:17])=[C:15]([CH3:16])[C:9]=2[O:8]1)C.[ClH:25]>CO>[ClH:25].[NH2:18][C:13]1[C:14]([CH3:17])=[C:15]([CH3:16])[C:9]2[O:8][C:7]([CH:6]=[CH:5][C:4]([O:3][CH3:1])=[O:24])([CH3:23])[CH2:11][C:10]=2[C:12]=1[CH3:22] |f:3.4|. Reported procedure: 3-[5-Acetylamino-2,4,6,7-tetramethyl-2,3-dihydrobenzofuran-2-yl]acrylic acid ethyl ester (0.5 g, 1.58 mmol) was dissolved in methanol (5 ml). Conc. hydrochloric acid (5 ml) was added to the solution and the mixture was heated under reflux for 1 hour. The reaction mixture was cooled and the crystals precipitated were filtered. The crude crystals obtained were recrystallized from ethanol-isopropyl ether to obtain the desired compound (0.35 g, yield: 74.7% yield), m.p. 225°-234° C. (dec.). RXN SMILES: [Cl:1][C:2]1[CH:7]=[CH:6][CH:5]=[CH:4][C:3]=1[C:8]1[C:9]([CH2:23][C:24]([NH:26][C:27](=[NH:33])[N:28]2[CH:32]=[CH:31][CH:30]=N2)=[O:25])=[C:10]([C:13]2[CH:18]=[CH:17][C:16]([O:19][CH2:20][CH2:21][CH3:22])=[CH:15][CH:14]=2)[S:11][CH:12]=1.NCCC[OH:38].C(N(C(C)C)CC)(C)C>C(Cl)Cl>[Cl:1][C:2]1[CH:7]=[CH:6][CH:5]=[CH:4][C:3]=1[C:8]1[C:9]([CH2:23][C:24]([NH:26][C:27]([NH:28][CH2:32][CH2:31][CH2:30][OH:38])=[NH:33])=[O:25])=[C:10]([C:13]2[CH:18]=[CH:17][C:16]([O:19][CH2:20][CH2:21][CH3:22])=[CH:15][CH:14]=2)[S:11][CH:12]=1. The product is ClC1=C(C=CC=C1)C=1C(=C(SC1)C1=CC=C(C=C1)OCCC)CC(=O)NC(=N)NCCCO (2-[4-(2-chlorophenyl)-2-(4-propoxyphenyl)thien-3-yl]-N-[[(3-hydroxypropyl)amino](imino)methyl]acetamide). Procedure details: To a solution of 2-[4-(2-chlorophenyl)-2-(4-propoxyphenyl)thien-3-yl]-N-[imino(1H-pyrazol-1-yl)methyl]acetamide (0.240 g, 0.50 mmol) in CH2Cl2 (5 mL) was added 3-aminopropanol (0.112 g, 0.12 mL, 1.50 mmol) and diisopropyl ethylamine (0.193 g, 0.26 mL, 1.50 mmol). The solution was stirred overnight at RT. The solvent was removed and the product purified by flash chromatography (15:1 CHCl3:MeOH) to yield 2-[4-(2-chlorophenyl)-2-(4-propoxyphenyl)thien-3-yl]-N-[[(3-hydroxypropyl)amino](imino)methyl]... Solvent: C(Cl)Cl (CH2Cl2). Reactants: ClC1=C(C=CC=C1)C=1C(=C(SC1)C1=CC=C(C=C1)OCCC)CC(=O)NC(N1N=CC=C1)=N (2-[4-(2-chlorophenyl)-2-(4-propoxyphenyl)thien-3-yl]-N-[imino(1H-pyrazol-1-yl)methyl]acetamide), NCCCO (3-aminopropanol), C(C)(C)N(CC)C(C)C (diisopropyl ethylamine). Reaction conditions: time 8 hour. Reactants: O (water), C(CCCC)[C@@H]1CC[C@H](CC1)CCCOC1=CC=C(C=O)C=C1 (4-[3-(trans-4-pentylcyclohexyl)-1-propyloxy]benzaldehyde), C(CCCC)C(CO)CO (2-pentyl-1,3-propanediol), S(O)(O)(=O)=O (sulfuric acid). Solvent: C1(=CC=CC=C1)C (toluene). Yields the product C(CCCC)[C@H]1CO[C@@H](OC1)C1=CC=C(C=C1)OCCC[C@@H]1CC[C@H](CC1)CCCCC (trans-5-pentyl-2-(4-[3-(trans-4-pentylcyciohexyl)-1-propyloxy]phenyl)-1,3-dioxane). Isolated yield 20.3%. RXN SMILES: [CH2:1]([C@H:6]1[CH2:11][CH2:10][C@H:9]([CH2:12][CH2:13][CH2:14][O:15][C:16]2[CH:23]=[CH:22][C:19]([CH:20]=[O:21])=[CH:18][CH:17]=2)[CH2:8][CH2:7]1)[CH2:2][CH2:3][CH2:4][CH3:5].[CH2:24]([CH:29]([CH2:32]O)[CH2:30][OH:31])[CH2:25][CH2:26][CH2:27][CH3:28].S(=O)(=O)(O)O.O>C1(C)C=CC=CC=1>[CH2:24]([C@@H:29]1[CH2:30][O:31][C@@H:20]([C:19]2[CH:18]=[CH:17][C:16]([O:15][CH2:14][CH2:13][CH2:12][C@H:9]3[CH2:10][CH2:11][C@H:6]([CH2:1][CH2:2][CH2:3][CH2:4][CH3:5])[CH2:7][CH2:8]3)=[CH:23][CH:22]=2)[O:21][CH2:32]1)[CH2:25][CH2:26][CH2:27][CH3:28]. Reported procedure: A solution of 2.1 g of 4-[3-(trans-4-pentylcyclohexyl)-1-propyloxy]benzaldehyde and 1.2 g of 2-pentyl-1,3-propanediol in 50 ml of toluene was treated with 2 drops of 10% (vol., sulfuric acid. The mixture was heated to boiling for 2.5 hours, with the resulting water being distilled off simultaneously. Then, 4 drops of triethylamine were added to the reaction mixture. After cooling the mixture was washed with 20 ml of 1N sodium hydrogen carbonate solution and twice with 20 ml of water each time, d...